From a dataset of the Open Reaction Database (ORD), a public repository of structured organic reaction records. describe an organic reaction: reactants, conditions, products, and yield Solvent: CO (MeOH), CCOC(=O)C (EtOAc). Procedure details: PLGA polymer (MW 24,000, 180 mg) was dissolved in EtOAc (1800 μL). Oxytocin acetate (40 mg) was dissolved in MeOH (200 μL) and added to the polymer solution yielding a milky suspension as the organic phase. The resulting organic phase was combined with a 1% PVA aqueous phase containing 10 mM disodium pamoate to provide an emulsion. The emulsion was collected directly into a 0.3% PVA solvent extraction solution (150 mL) and stirred for four hours to extract EtOAc. Hardened microparticles were col... Reaction conditions: time 4 hour. Isolated yield 79.0%. RXN SMILES: [CH3:1][CH2:2][C@@H:3]([C@@H:5]1[NH:29][C:27](=[O:28])[C@H:26]([CH2:30][C:31]2[CH:36]=[CH:35][C:34]([OH:37])=[CH:33][CH:32]=2)[NH:25][C:23](=[O:24])[C@@H:22]([NH2:38])[CH2:21][S:20][S:19][CH2:18][C@@H:17]([C:39]([N:41]2[C@H:45]([C:46]([NH:48][C@H:49]([C:54]([NH:56][CH2:57][C:58]([NH2:60])=[O:59])=[O:55])[CH2:50][CH:51]([CH3:53])[CH3:52])=[O:47])[CH2:44][CH2:43][CH2:42]2)=[O:40])[NH:16][C:14](=[O:15])[C@H:13]([CH2:61][C:62]([NH2:64])=[O:63])[NH:12][C:10](=[O:11])[C@H:9]([CH2:65][CH2:66][C:67]([NH2:69])=[O:68])[NH:8][C:6]1=[O:7])[CH3:4].CC(O)=O.C1C=C2C=C(C(O)=O)C(O)=C(CC3C4C(=CC=CC=4)C=C(C(O)=O)C=3O)C2=CC=1.[Na+]>CCOC(C)=O.CO>[CH3:1][CH2:2][C@@H:3]([C@@H:5]1[NH:29][C:27](=[O:28])[C@H:26]([CH2:30][C:31]2[CH:36]=[CH:35][C:34]([OH:37])=[CH:33][CH:32]=2)[NH:25][C:23](=[O:24])[C@@H:22]([NH2:38])[CH2:21][S:20][S:19][CH2:18][C@@H:17]([C:39]([N:41]2[C@H:45]([C:46]([NH:48][C@H:49]([C:54]([NH:56][CH2:57][C:58]([NH2:60])=[O:59])=[O:55])[CH2:50][CH:51]([CH3:53])[CH3:52])=[O:47])[CH2:44][CH2:43][CH2:42]2)=[O:40])[NH:16][C:14](=[O:15])[C@H:13]([CH2:61][C:62]([NH2:64])=[O:63])[NH:12][C:10](=[O:11])[C@H:9]([CH2:65][CH2:66][C:67]([NH2:69])=[O:68])[NH:8][C:6]1=[O:7])[CH3:4] |f:0.1,2.3|. Yields the product CC[C@H](C)[C@H]1C(=O)N[C@H](C(=O)N[C@H](C(=O)N[C@@H](CSSC[C@@H](C(=O)N[C@H](C(=O)N1)CC=2C=CC(=CC2)O)N)C(=O)N3CCC[C@H]3C(=O)N[C@@H](CC(C)C)C(=O)NCC(=O)N)CC(=O)N)CCC(=O)N (Oxytocin). Reactants: CC[C@H](C)[C@H]1C(=O)N[C@H](C(=O)N[C@H](C(=O)N[C@@H](CSSC[C@@H](C(=O)N[C@H](C(=O)N1)CC2=CC=C(C=C2)O)N)C(=O)N3CCC[C@H]3C(=O)N[C@@H](CC(C)C)C(=O)NCC(=O)N)CC(=O)N)CCC(=O)N.CC(=O)O (Oxytocin acetate), PLGA, C1=CC=C2C(=C1)C=C(C(=C2CC3=C(C(=CC4=CC=CC=C43)C(=O)O)O)O)C(=O)O.[Na+] (disodium pamoate). The reactants are O (water), ClC1=C(C=C2C(C(=CN(C2=N1)CC1=C(C=C(C=C1)OC)OC)C(=O)OCC)=O)F (ethyl 7-chloro-1-(2,4-dimethoxybenzyl)-6-fluoro-4-oxo-1,4-dihydro[1,8]naphthyridine-3-carboxylate), N1(CCCCC1)CO (piperidinylmethanol), C(C)(C)N(CC)C(C)C (diisopropylethylamine), C(C)#N (acetonitrile). Conditions: temperature 75 celsius. Yields the product COC1=C(CN2C=C(C(C3=CC=C(N=C23)N2C(CCCC2)CO)=O)C(=O)OCC)C=CC(=C1)OC (ethyl 1-(2,4-dimethoxybenzyl)-7-(2-hydroxymethylpiperidin-1-yl)-4-oxo-1,4-dihydro-[1,8]naphthyridine-3-carboxylate). RXN SMILES: Cl[C:2]1[N:11]=[C:10]2[C:5]([C:6](=[O:28])[C:7]([C:23]([O:25][CH2:26][CH3:27])=[O:24])=[CH:8][N:9]2[CH2:12][C:13]2[CH:18]=[CH:17][C:16]([O:19][CH3:20])=[CH:15][C:14]=2[O:21][CH3:22])=[CH:4][C:3]=1F.N1([CH2:36][OH:37])CCCCC1.[CH:38](N(C(C)C)CC)([CH3:40])[CH3:39].O.[C:48](#[N:50])[CH3:49]>>[CH3:22][O:21][C:14]1[CH:15]=[C:16]([O:19][CH3:20])[CH:17]=[CH:18][C:13]=1[CH2:12][N:9]1[C:10]2[C:5](=[CH:4][CH:3]=[C:2]([N:50]3[CH2:40][CH2:38][CH2:39][CH2:49][CH:48]3[CH2:36][OH:37])[N:11]=2)[C:6](=[O:28])[C:7]([C:23]([O:25][CH2:26][CH3:27])=[O:24])=[CH:8]1. Procedure details: A mixture of EXAMPLE 1B (2.15 g), piperidinylmethanol (890 mg) and diisopropylethylamine (2.5 mL) in acetonitrile (50 mL) at 25° C. was stirred for 24 hours, heated at 75° C. for 5 days, cooled, treated with water, and extracted with dichloromethane (200 mL). The extract was washed with water and 1M hydrochloric acid and concentrated. Reactants: CCOC(=O)Cc1ccc([N+](=O)[O-])cc1, CN(C)P(=O)(N(C)C)N(C)C, CN(C)P(=O)(N(C)C)N(C)C, CC(C)[N-]C(C)C, ICC1CCCC1, [Li+], C1CCOC1. The product is CCOC(=O)C(CC1CCCC1)c1ccc([N+](=O)[O-])cc1. RXN SMILES: [CH2:9]([CH3:10])[O:11][C:12]([CH2:13][c:14]1[cH:15][cH:16][c:17]([N+:20](=[O:21])[O-:22])[cH:18][cH:19]1)=[O:23].[CH3:31][N:32]([CH3:33])[P:34]([N:35]([CH3:36])[CH3:37])([N:38]([CH3:39])[CH3:40])=[O:41].[CH3:47][N:48]([P:49]([N:50]([CH3:51])[CH3:52])([N:53]([CH3:54])[CH3:55])=[O:56])[CH3:57].[CH:1]([N-:2][CH:3]([CH3:4])[CH3:5])([CH3:6])[CH3:7].[I:24][CH2:25][CH:26]1[CH2:27][CH2:28][CH2:29][CH2:30]1.[Li+:8].[O:42]1[CH2:43][CH2:44][CH2:45][CH2:46]1>>[CH2:9]([CH3:10])[O:11][C:12]([CH:13]([c:14]1[cH:15][cH:16][c:17]([N+:20](=[O:21])[O-:22])[cH:18][cH:19]1)[CH2:25][CH:26]1[CH2:27][CH2:28][CH2:29][CH2:30]1)=[O:23]. Starting materials: COC1=C(C=CC(=C1)C(CCC(=O)O)=O)C (2-methoxy-4-(3'carboxy-1'oxopropyl)-toluene), COC1=C(C=C(C=C1)C(C(=O)C(=O)O)CC(=O)O)C (2-methoxy-5-(3'-carboxy-1'-carboxy-1'-oxopropyl)-toluene), [Cl-].[Al+3].[Cl-].[Cl-] (aluminum chloride), [H][H] (hydrogen), S(O)(O)(=O)=O (sulfuric acid), [BH4-].[Na+] (sodium borohydride), COC1=C(C=CC=C1)C (o-methoxy toluene), C1(CCC(=O)O1)=O (succinic anhydride). Reagents/catalysts: [Pd] (palladium charcoal). Solvent: C(=S)=S (carbon disulfide), C1=CC=CC=C1 (benzene). Yields the product CC=1C=C2CCCC(C2=CC1OC)=O (6-methyl-7-methoxy-1-tetralone), CC1=C(C=C2CCCC(C2=C1)=O)OC (7-methyl-6-methoxy-1-tetralone). Reaction SMILES: COC1C=CC=CC=1C.C1(=O)OC(=O)CC1.[Cl-].[Al+3].[Cl-].[Cl-].[CH3:21][O:22][C:23]1[CH:28]=[C:27]([C:29](=[O:35])[CH2:30][CH2:31][C:32]([OH:34])=O)[CH:26]=[CH:25][C:24]=1[CH3:36].COC1C=CC(C(CC(O)=O)C(C(O)=O)=O)=CC=1C.[BH4-].[Na+].[H][H].S(=O)(=O)(O)O>[Pd].C1C=CC=CC=1.C(=S)=S>[CH3:36][C:24]1[CH:25]=[C:26]2[C:27](=[CH:28][C:23]=1[O:22][CH3:21])[C:29](=[O:35])[CH2:30][CH2:31][CH2:32]2.[CH3:36][C:24]1[CH:25]=[C:26]2[C:27]([CH2:29][CH2:30][CH2:31][C:32]2=[O:34])=[CH:28][C:23]=1[O:22][CH3:21] |f:2.3.4.5,8.9|. Procedure: A mixture of 12.2 g. of o-methoxy toluene, 20 g. of succinic anhydride, 27 g. of aluminum chloride, and 250 ml. of carbon disulfide is stirred for four hours; the mixture is poured into 500 g. of ice, and the products are isolated by extraction with benzene. The product, a mixture of 2-methoxy-4-(3'carboxy-1'oxopropyl)-toluene and 2-methoxy-5-(3'-carboxy-1'-carboxy-1'-oxopropyl)-toluene is reduced with sodium borohydride, hydrogenolyzed with hydrogen in the presence of palladium charcoal catalys... Reactants: N1C=CC2=CC=CC=C12 (indole), CC1(OC(CC(O1)=O)=O)C (2,2-dimethyl-[1,3]dioxane-4,6-dione), C(C1=CC=CC=C1)=O (benzaldehyde), N1C(C(=O)O)CCC1 (d,l-proline). Solvent: C(C)#N (acetonitrile). Run at time 18 hour. Yields the product N1C=C(C2=CC=CC=C12)C(C1C(OC(OC1=O)(C)C)=O)C1=CC=CC=C1 (5-[(1H-indol-3-yl)-phenyl-methyl]-2,2-dimethyl-[1,3]dioxane-4,6-dione). Reaction SMILES: [NH:1]1[C:9]2[C:4](=[CH:5][CH:6]=[CH:7][CH:8]=2)[CH:3]=[CH:2]1.[CH3:10][C:11]1([CH3:19])[O:16][C:15](=[O:17])[CH2:14][C:13](=[O:18])[O:12]1.[CH:20](=O)[C:21]1[CH:26]=[CH:25][CH:24]=[CH:23][CH:22]=1.N1CCCC1C(O)=O>C(#N)C>[NH:1]1[C:9]2[C:4](=[CH:5][CH:6]=[CH:7][CH:8]=2)[C:3]([CH:20]([C:21]2[CH:26]=[CH:25][CH:24]=[CH:23][CH:22]=2)[CH:14]2[C:15](=[O:17])[O:16][C:11]([CH3:19])([CH3:10])[O:12][C:13]2=[O:18])=[CH:2]1. Procedure details: Using the procedure described in Tetrahedron 56 (2000) 5479-5492, indole (5.0 g, 42.7 mmole) and 2,2-dimethyl-[1,3]dioxane-4,6-dione (6.15 g, 42.7 mmole) were mixed in acetonitrile (50 ml). To this mixture was added benzaldehyde (9.06 g, 85.4 mmole) and d,l-proline (0.25 g). The mixture was stirred at room temperature for 18 hours after which time much of the reaction mixture had turned solid. The solvent was evaporated at reduced pressure and the residue was triturated with ether and filtered. ... The reactants are CC(C)OC(=O)/N=N/C(=O)OC(C)C (DIAD), C1=CC=C(C=C1)P(C2=CC=CC=C2)C3=CC=CC=C3 (PPh3), C(C)(C)(C)OC(NC(CCO)C(NC=1SC(=C(N1)C1=CC=C(C=C1)F)OC1=CC=C(C=C1)F)=O)=O ({1-[5-(4-Fluoro-phenoxy)-4-(4-fluoro-phenyl)-thiazol-2-ylcarbamoyl]-3-hydroxy-propyl}-carbamic acid tert-butyl ester). The solvent is C1CCOC1 (THF), C1CCOC1 (THF). Conditions: time 5 minute. Product: C(C)(C)(C)OC(NC1C(N(CC1)C=1SC(=C(N1)C1=CC=C(C=C1)F)OC1=CC=C(C=C1)F)=O)=O ({1-[5-(4-Fluoro-phenoxy)-4-(4-fluoro-phenyl)-thiazol-2-yl]-2-oxo-pyrrolidin-3-yl}-carbamic acid tert-butyl ester). As a reaction SMILES: CC(OC(/N=N/C(OC(C)C)=O)=O)C.C1C=CC(P(C2C=CC=CC=2)C2C=CC=CC=2)=CC=1.[C:34]([O:38][C:39](=[O:68])[NH:40][CH:41]([C:45](=[O:67])[NH:46][C:47]1[S:48][C:49]([O:59][C:60]2[CH:65]=[CH:64][C:63]([F:66])=[CH:62][CH:61]=2)=[C:50]([C:52]2[CH:57]=[CH:56][C:55]([F:58])=[CH:54][CH:53]=2)[N:51]=1)[CH2:42][CH2:43]O)([CH3:37])([CH3:36])[CH3:35]>C1COCC1>[C:34]([O:38][C:39](=[O:68])[NH:40][CH:41]1[CH2:42][CH2:43][N:46]([C:47]2[S:48][C:49]([O:59][C:60]3[CH:61]=[CH:62][C:63]([F:66])=[CH:64][CH:65]=3)=[C:50]([C:52]3[CH:57]=[CH:56][C:55]([F:58])=[CH:54][CH:53]=3)[N:51]=2)[C:45]1=[O:67])([CH3:35])([CH3:36])[CH3:37]. Procedure details: DIAD (0.22 mL, 1.1 mmol) was added to a solution of PPh3 (300 mg, 1.15 mmol) in THF (5 mL) at room temperature. The mixture was stirred at room temperature for 5 min. To this was added a solution of {1-[5-(4-Fluoro-phenoxy)-4-(4-fluoro-phenyl)-thiazol-2-ylcarbamoyl]-3-hydroxy-propyl}-carbamic acid tert-butyl ester (438 mg, 0.867 mmol) in THF (15 mL). The mixture was stirred at room temperature for 30 min and partitioned between EtOAc and aqueous K2CO3. The organic extract was dried over MgSO4, c...